This data is from the Open Reaction Database (ORD), a public repository of structured organic reaction records. The task is: describe an organic reaction: reactants, conditions, products, and yield Reactants: ClC=1C(=NC=C(N1)Cl)C#N (3,5-dichloropyrazine-2-carbonitrile), CCN(C(C)C)C(C)C (DIEA), CN1C(N(CCC1)[C@H]1[C@H](NCCC1)C)=O (1-methyl-3-((2R,3R)-2-methylpiperidin-3-yl)tetrahydropyrimidin-2(1H)-one). Run in CCOC(=O)C (EtOAc), CN(C)C=O (DMF). The product is ClC=1C(=NC=C(N1)N1[C@@H]([C@@H](CCC1)N1C(N(CCC1)C)=O)C)C#N (3-chloro-5-((2R,3R)-2-methyl-3-(3-methyl-2-oxotetrahydropyrimidin-1(2H)-yl)piperidin-1-yl)pyrazine-2-carbonitrile). Yield: 31.3%. Reaction SMILES: [CH3:1][N:2]1[CH2:7][CH2:6][CH2:5][N:4]([C@@H:8]2[CH2:13][CH2:12][CH2:11][NH:10][C@@H:9]2[CH3:14])[C:3]1=[O:15].[Cl:16][C:17]1[C:18]([C:24]#[N:25])=[N:19][CH:20]=[C:21](Cl)[N:22]=1.CCN(C(C)C)C(C)C>CN(C=O)C.CCOC(C)=O>[Cl:16][C:17]1[C:18]([C:24]#[N:25])=[N:19][CH:20]=[C:21]([N:10]2[CH2:11][CH2:12][CH2:13][C@@H:8]([N:4]3[CH2:5][CH2:6][CH2:7][N:2]([CH3:1])[C:3]3=[O:15])[C@H:9]2[CH3:14])[N:22]=1. Procedure details: 1-Methyl-3-((2R,3R)-2-methylpiperidin-3-yl)tetrahydropyrimidin-2(1H)-one (404, 120 mg, 0.55 mmol) was dissolved in 10 mL DMF. To it were added 3,5-dichloropyrazine-2-carbonitrile (175 mg, 1.0 mmol) and DIEA (350 μL, 2.0 mmol). The mixture was stirred at RT for 30 mM, diluted with 150 mL EtOAc, washed with water ×3, dried, concentrated in vacuo, and subjected to silica flash column using 0 to 3.5% MeOH in DCM to isolate 3-chloro-5-((2R,3R)-2-methyl-3-(3-methyl-2-oxotetrahydropyrimidin-1(2H)-yl)pi... Reported procedure: The title compound (148 mg) was prepared according to Example 189 using 206 mg of 2-isopropyl-3-trifluoromethanesulfonyloxy-4,5,7,8-tetrahydro-2H-1,2,6-triaza-azulene-6-carboxylic acid tert-butyl ester (Example 189, Step A) and 219 mg of 4-methoxyphenylboronic acid. MS (ESI): exact mass calculated for C17H23N3O, 285.18. found, m/z 286.5 [M+H]+. 1H NMR (500 MHz, CD3OD): 7.30-7.28 (m, 2H), 7.13-7.11 (m, 2H), 4.68 (m, 1H), 4.47 (m, 1H), 3.87 (s, 3H), 3.47-3.44 (m, 1H), 3.25-3.23 (m, 1H), 2.89-2.81 ... RXN SMILES: C(OC([N:8]1[CH2:17][CH2:16][C:15]2[C:11](=[C:12](OS(C(F)(F)F)(=O)=O)[N:13]([CH:18]([CH3:20])[CH3:19])[N:14]=2)[CH2:10][CH2:9]1)=O)(C)(C)C.[CH3:29][O:30][C:31]1[CH:36]=[CH:35][C:34](B(O)O)=[CH:33][CH:32]=1>>[CH:18]([N:13]1[C:12]([C:34]2[CH:35]=[CH:36][C:31]([O:30][CH3:29])=[CH:32][CH:33]=2)=[C:11]2[C:15]([CH2:16][CH2:17][NH:8][CH2:9][CH2:10]2)=[N:14]1)([CH3:19])[CH3:20]. The product is C(C)(C)N1N=C2CCNCCC2=C1C1=CC=C(C=C1)OC (2-Isopropyl-3-(4-methoxy-phenyl)-2,4,5,6,7,8-hexahydro-1,2,6-triaza-azulene). Starting materials: C(C)(C)(C)OC(=O)N1CCC2=C(N(N=C2CC1)C(C)C)OS(=O)(=O)C(F)(F)F (2-isopropyl-3-trifluoromethanesulfonyloxy-4,5,7,8-tetrahydro-2H-1,2,6-triaza-azulene-6-carboxylic acid tert-butyl ester), COC1=CC=C(C=C1)B(O)O (4-methoxyphenylboronic acid). Yield: 107.6%. Run at time 10 minute. Procedure: To a suspension of 6-chloro-2-(2-fluoro-4-trimethylsilanyl-phenylamino)-nicotinic acid (33.7 g, 99.5 mmol) in dichloromethane (500 mL) at 0° C. was added DIPEA (17.1 mL, 99.5 mmol). The reaction mixture was stirred for 10 minutes, then DMF (2 mL) and oxalyl chloride (8.7 mL, 99.5 mmol) were added dropwise (CAUTION: EFFERVESCENCE). The reaction mixture was stirred at room temperature for 2 hours and then added dropwise to a solution of DIPEA (17.1 mL, 99.5 mmol) in MeOH (500 mL) at 0° C. over a 4... Solvent: ClCCl (dichloromethane), CO (MeOH). The product is COC(C1=C(N=C(C=C1)Cl)NC1=C(C=C(C=C1)[Si](C)(C)C)F)=O (6-Chloro-2-(2-fluoro-4-trimethylsilanyl-phenylamino)-nicotinic acid methyl ester). Reaction SMILES: [Cl:1][C:2]1[CH:10]=[CH:9][C:5]([C:6]([OH:8])=[O:7])=[C:4]([NH:11][C:12]2[CH:17]=[CH:16][C:15]([Si:18]([CH3:21])([CH3:20])[CH3:19])=[CH:14][C:13]=2[F:22])[N:3]=1.[CH3:23]CN(C(C)C)C(C)C.CN(C=O)C.C(Cl)(=O)C(Cl)=O>ClCCl.CO>[CH3:23][O:7][C:6](=[O:8])[C:5]1[CH:9]=[CH:10][C:2]([Cl:1])=[N:3][C:4]=1[NH:11][C:12]1[CH:17]=[CH:16][C:15]([Si:18]([CH3:19])([CH3:21])[CH3:20])=[CH:14][C:13]=1[F:22]. Starting materials: ClC1=NC(=C(C(=O)O)C=C1)NC1=C(C=C(C=C1)[Si](C)(C)C)F (6-chloro-2-(2-fluoro-4-trimethylsilanyl-phenylamino)-nicotinic acid), CCN(C(C)C)C(C)C (DIPEA), CN(C)C=O (DMF), C(C(=O)Cl)(=O)Cl (oxalyl chloride), CCN(C(C)C)C(C)C (DIPEA). Reactants: COc1nnc(-c2ccncc2)cc1-c1cc2ccc(O)cc2n1C(=O)OC(C)(C)C, C1CCOC1, CN(C)CCO, Cc1ccccc1, CCOC(=O)N=NC(=O)OCC, c1ccc(P(c2ccccc2)c2ccccc2)cc1. The product is COc1nnc(-c2ccncc2)cc1-c1cc2ccc(OCCN(C)C)cc2n1C(=O)OC(C)(C)C. As a reaction SMILES: [C:1]([CH3:2])([CH3:3])([CH3:4])[O:5][C:6](=[O:7])[n:8]1[c:9](-[c:18]2[c:19]([O:30][CH3:31])[n:20][n:21][c:22](-[c:24]3[cH:25][cH:26][n:27][cH:28][cH:29]3)[cH:23]2)[cH:10][c:11]2[cH:12][cH:13][c:14]([OH:17])[cH:15][c:16]12.[CH2:76]1[O:77][CH2:78][CH2:79][CH2:80]1.[CH3:51][N:52]([CH2:53][CH2:54][OH:55])[CH3:56].[CH3:69][c:70]1[cH:71][cH:72][cH:73][cH:74][cH:75]1.[O:57]=[C:58]([O:59][CH2:60][CH3:61])[N:62]=[N:63][C:64]([O:65][CH2:66][CH3:67])=[O:68].[c:32]1([P:33]([c:34]2[cH:35][cH:36][cH:37][cH:38][cH:39]2)[c:40]2[cH:41][cH:42][cH:43][cH:44][cH:45]2)[cH:46][cH:47][cH:48][cH:49][cH:50]1>>[C:1]([CH3:2])([CH3:3])([CH3:4])[O:5][C:6](=[O:7])[n:8]1[c:9](-[c:18]2[c:19]([O:30][CH3:31])[n:20][n:21][c:22](-[c:24]3[cH:25][cH:26][n:27][cH:28][cH:29]3)[cH:23]2)[cH:10][c:11]2[cH:12][cH:13][c:14]([O:17][CH2:54][CH2:53][N:52]([CH3:51])[CH3:56])[cH:15][c:16]12. Starting materials: resultant mixture, ice water, C(CCCC)(=O)NC1=CC=C(C(=O)OC)C=C1 (methyl 4-valerylaminobenzoate), [N+](=O)(O)[O-] (nitric acid), C(C)(=O)OC(C)=O (acetic anhydride), S(O)(O)(=O)=O (sulfuric acid). Reaction conditions: time 1 hour. Yields the product [N+](=O)([O-])C=1C=C(C(=O)OC)C=CC1NC(CCCC)=O (Methyl 3-nitro-4-valerylaminobenzoate). The yield is 76.0%. As a reaction SMILES: [N+:1]([O-:4])(O)=[O:2].C(OC(=O)C)(=O)C.S(=O)(=O)(O)O.[C:17]([NH:23][C:24]1[CH:33]=[CH:32][C:27]([C:28]([O:30][CH3:31])=[O:29])=[CH:26][CH:25]=1)(=[O:22])[CH2:18][CH2:19][CH2:20][CH3:21]>>[N+:1]([C:25]1[CH:26]=[C:27]([CH:32]=[CH:33][C:24]=1[NH:23][C:17](=[O:22])[CH2:18][CH2:19][CH2:20][CH3:21])[C:28]([O:30][CH3:31])=[O:29])([O-:4])=[O:2]. Reported procedure: Fuming nitric acid (1.4 ml) was added dropwise to acetic anhydride (12 ml) under ice-cooling and then was added conc. sulfuric acid (0.1 ml). To the stirred mixture was added methyl 4-valerylaminobenzoate (2.3 g) under ice-cooling, followed by stirring for one hour. To the resultant mixture was added ice water, and the crystals separated out were recrystallized from ethyl acetate - hexane to give yellow prisms (2.14 g, 76%),